The task is: describe an organic reaction: reactants, conditions, products, and yield. This data is from the Open Reaction Database (ORD), a public repository of structured organic reaction records. Starting materials: OB(C1=CC(=CC=C1)[N+](=O)[O-])O (dihydroxy(3-nitrophenyl)borane), aqueous solution, C([O-])(O)=O.[Na+] (sodium bicarbonate), BrC1=NC=CC=C1 (2-bromopyridine), C([O-])(O)=O.[Na+] (sodium bicarbonate). The reagents and catalysts are C=1C=CC(=CC1)[P](C=2C=CC=CC2)(C=3C=CC=CC3)[Pd]([P](C=4C=CC=CC4)(C=5C=CC=CC5)C=6C=CC=CC6)([P](C=7C=CC=CC7)(C=8C=CC=CC8)C=9C=CC=CC9)[P](C=1C=CC=CC1)(C=1C=CC=CC1)C=1C=CC=CC1 (tetrakis(triphenylphosphine)palladium(0)). Run in COCCOC (1,2-dimethoxyethane), CO (methanol). Run at temperature 80 celsius, time 2.5 hour. Product: [N+](=O)([O-])C=1C=C(C=CC1)C1=NC=CC=C1 (2-(3-nitrophenyl)pyridine). As a reaction SMILES: Br[C:2]1[CH:7]=[CH:6][CH:5]=[CH:4][N:3]=1.C(=O)(O)[O-].[Na+].OB(O)[C:15]1[CH:20]=[CH:19][CH:18]=[C:17]([N+:21]([O-:23])=[O:22])[CH:16]=1>COCCOC.CO.C1C=CC([P]([Pd]([P](C2C=CC=CC=2)(C2C=CC=CC=2)C2C=CC=CC=2)([P](C2C=CC=CC=2)(C2C=CC=CC=2)C2C=CC=CC=2)[P](C2C=CC=CC=2)(C2C=CC=CC=2)C2C=CC=CC=2)(C2C=CC=CC=2)C2C=CC=CC=2)=CC=1>[N+:21]([C:17]1[CH:16]=[C:15]([C:2]2[CH:7]=[CH:6][CH:5]=[CH:4][N:3]=2)[CH:20]=[CH:19][CH:18]=1)([O-:23])=[O:22] |f:1.2,^1:36,38,57,76|. Procedure: To a mixture of 2-bromopyridine (1.91 ml) and tetrakis(triphenylphosphine)palladium(0) (0.46 g) in 1,2-dimethoxyethane (40 ml) was added 2M aqueous solution of sodium bicarbonate (20 ml) and a solution of dihydroxy(3-nitrophenyl)borane (3.67 g) in methanol (10 ml). The mixture was stirred at 80° C. for 2.5 hours and cooled. Then the mixture was poured into aqueous sodium bicarbonate and extracted with ethyl acetate twice. The combined organic phase was washed with aqueous sodium bicarbonate and ... Starting materials: crude product, C(C)(C)N(CC)C(C)C (diisopropylethylamine), ( 2 ), O1C(CCCC1)OC1C(C(C(C1)=O)COS(=O)(=O)C)\C=C\C(CCCCC)OC1OCCCC1 (4(RS)-(tetrahydropyran-2-yloxy)-3(RS)-[3-(tetrahydropyran-2-yloxy)-trans-1-octenyl]-2(SR)-(methanesulfonyloxymethyl)cyclopentanone), OCC1C(CCC1)=O (2(SR)-(hydroxymethyl)cyclopentanone). Run in CCOCC (ether). Product: O1C(CCCC1)OC1C(C(C(C1)=O)=C)\C=C\C(CCCCC)OC1OCCCC1 (4(RS)-(tetrahydropyran-2-yloxy)-3(RS)-[3-(tetrahydropyran-2-yloxy)trans-1-octenyl]-2-methylidenecyclopentanone). The yield is 100.9%. As a reaction SMILES: [O:1]1[CH2:6][CH2:5][CH2:4][CH2:3][CH:2]1[O:7][CH:8]1[CH2:12][C:11](=[O:13])[CH:10]([CH2:14]OS(C)(=O)=O)[CH:9]1/[CH:20]=[CH:21]/[CH:22]([O:28][CH:29]1[CH2:34][CH2:33][CH2:32][CH2:31][O:30]1)[CH2:23][CH2:24][CH2:25][CH2:26][CH3:27].OCC1CCCC1=O.C(N(C(C)C)CC)(C)C>CCOCC>[O:1]1[CH2:6][CH2:5][CH2:4][CH2:3][CH:2]1[O:7][CH:8]1[CH2:12][C:11](=[O:13])[C:10](=[CH2:14])[CH:9]1/[CH:20]=[CH:21]/[CH:22]([O:28][CH:29]1[CH2:34][CH2:33][CH2:32][CH2:31][O:30]1)[CH2:23][CH2:24][CH2:25][CH2:26][CH3:27]. Reported procedure: In a similar way to Example 24, (1), 293 mg of crude 4(RS)-(tetrahydropyran-2-yloxy)-3(RS)-[3-(tetrahydropyran-2-yloxy)-trans-1-octenyl]-2(SR)-(methanesulfonyloxymethyl)cyclopentanone was prepared from 243 mg of 4(RS)-(tetrahydropyran-2-yloxy)-3(RS)-]3-(tetrahydropyran-2-yloxy)trans-1-octenyl]-2(SR)-(hydroxymethyl)cyclopentanone. The crude product was reacted with diisopropylethylamine in ether in a similar way to Example 24, (2) to give 239 mg of crude 4(RS)-(tetrahydropyran-2-yloxy)-3(RS)-[3-(... Starting materials: FC=1C=CC2=C(NC(C=3C(N2)=CSC3)=O)C1 (7-fluoro-4,9-dihydro-10H-thieno[3,4-b][1,5]benzodiazepin-10-one), P12(=S)SP3(=S)SP(=S)(S1)SP(=S)(S2)S3 (phosphorus pentasulfide). Product: FC=1C=CC2=C(NC(C=3C(N2)=CSC3)=S)C1 (7-fluoro-4,9-dihydro-10H-thieno[3,4-b][1,5]benzodiazepin-10-thione). As a reaction SMILES: [F:1][C:2]1[CH:3]=[CH:4][C:5]2[NH:11][C:10]3=[CH:12][S:13][CH:14]=[C:9]3[C:8](=O)[NH:7][C:6]=2[CH:16]=1.P12(SP3(SP(SP(S3)(S1)=S)(=S)S2)=S)=[S:18]>>[F:1][C:2]1[CH:3]=[CH:4][C:5]2[NH:11][C:10]3=[CH:12][S:13][CH:14]=[C:9]3[C:8](=[S:18])[NH:7][C:6]=2[CH:16]=1. Procedure details: In a similar fashion 7-fluoro-4,9-dihydro-10H-thieno[3,4-b][1,5]benzodiazepin-10-one is treated with phosphorus pentasulfide to give 7-fluoro-4,9-dihydro-10H-thieno[3,4-b][1,5]benzodiazepin-10-thione. Reactants: N=NN, Nc1ccccc1, N#[N+]c1ccccc1. The product is Nc1ccccc1N=Nc1ccccc1. RXN SMILES: [NH2:16][N:17]=[NH:18].[NH2:9][c:10]1[cH:11][cH:12][cH:13][cH:14][cH:15]1.[c:1]1([N+:7]#[N:8])[cH:2][cH:3][cH:4][cH:5][cH:6]1>>[c:1]1([N:7]=[N:8][c:11]2[c:10]([NH2:9])[cH:15][cH:14][cH:13][cH:12]2)[cH:2][cH:3][cH:4][cH:5][cH:6]1.